From a dataset of the Open Reaction Database (ORD), a public repository of structured organic reaction records. describe an organic reaction: reactants, conditions, products, and yield The reactants are C(C)N(CC)CCCl (N,N-diethylaminoethyl chloride), [Na] (sodium), OC1=C(OC(C(C)=O)=CC2=CC=CC=C2)C=CC=C1 (3-o-hydroxyphenoxy-4-phenyl-3-butene-2-one). The solvent is CC(=O)C (acetone). Product: C(C)N(CC)CCOC1=C(OC(C(C)=O)=CC2=CC=CC=C2)C=CC=C1 (3-[o-(β-N,N-diethylaminoethoxy)-phenoxy]-4-phenyl-3-buten-2-one). Reaction SMILES: [CH2:1]([N:3]([CH2:6][CH2:7]Cl)[CH2:4][CH3:5])[CH3:2].[Na].[OH:10][C:11]1[CH:28]=[CH:27][CH:26]=[CH:25][C:12]=1[O:13][C:14](=[CH:18][C:19]1[CH:24]=[CH:23][CH:22]=[CH:21][CH:20]=1)[C:15](=[O:17])[CH3:16]>CC(C)=O>[CH2:1]([N:3]([CH2:6][CH2:7][O:10][C:11]1[CH:28]=[CH:27][CH:26]=[CH:25][C:12]=1[O:13][C:14](=[CH:18][C:19]1[CH:20]=[CH:21][CH:22]=[CH:23][CH:24]=1)[C:15](=[O:17])[CH3:16])[CH2:4][CH3:5])[CH3:2] |^1:8|. Procedure: 21 g of N,N-diethylaminoethyl chloride are added drop by drop to 35 g of the sodium salt of 3-o-hydroxyphenoxy-4-phenyl-3-butene-2-one suspended in 600 cc of anhydrous acetone. The mixture is heated under reflux for 4 hours, the sodium chloride is filtered off, and the filtrate is evaporated to dryness. The residue is dissolved in water and extracted a number of times with diethyl ether. The ether phase, after drying over Na2SO4, is evaporated to dryness and purified by distillation in a bulb ap...